Dataset: the Open Reaction Database (ORD), a public repository of structured organic reaction records. Task: describe an organic reaction: reactants, conditions, products, and yield Reactants: CC(C)(C)OC(=O)CBr, O=C([O-])[O-], COC(=O)CS, CN(C)C=O, [K+], [K+]. Yields the product COC(=O)CSCC(=O)OC(C)(C)C. Reaction SMILES: [C:13]([CH3:14])([CH3:15])([CH3:16])[O:17][C:18]([CH2:19][Br:20])=[O:21].[C:7](=[O:8])([O-:9])[O-:10].[CH3:1][O:2][C:3]([CH2:4][SH:5])=[O:6].[CH3:22][N:23]([CH3:24])[CH:25]=[O:26].[K+:11].[K+:12]>>[CH3:1][O:2][C:3]([CH2:4][S:5][CH2:19][C:18]([O:17][C:13]([CH3:14])([CH3:15])[CH3:16])=[O:21])=[O:6]. Starting materials: OCCC1=CC=C(OCC2CO2)C=C1 (1-[4-(2-hydroxyethyl)phenoxyl]-2,3-epoxypropane), C(C)(C)N (isopropylamine). Yields the product OCCC1=CC=C(OCC(CNC(C)C)O)C=C1 (1-[4-[(2-hydroxyethyl)]phenoxy]-3[(1-methylethyl)amino]-2-propanol). As a reaction SMILES: [OH:1][CH2:2][CH2:3][C:4]1[CH:14]=[CH:13][C:7]([O:8][CH2:9][CH:10]2[O:12][CH2:11]2)=[CH:6][CH:5]=1.[CH:15]([NH2:18])([CH3:17])[CH3:16]>>[OH:1][CH2:2][CH2:3][C:4]1[CH:14]=[CH:13][C:7]([O:8][CH2:9][CH:10]([OH:12])[CH2:11][NH:18][CH:15]([CH3:17])[CH3:16])=[CH:6][CH:5]=1. Reported procedure: 10 g of 1-[4-(2-hydroxyethyl)phenoxy]-2,3-epoxypropane produced in Example 1 was refluxed in 50 mL of isopropylamine for 16 hrs. The amine was removed under reduced pressure, the residue dissolved in warm toluene and the toluene removed under reduced pressure. On standing the oil solidified. Yield=12.8 g (98%). After recrystallization in petroleum ether this solid had a melting point of 77°-78° C. Procedure: Zinc powder (2.81 g, 42.97 mmol) was suspended in THF (50 mL) under nitrogen and heated to 60° C. 1,2-dibromoethane (0.336 g, 1.79 mmol) was added and stirred for 15 min at 60° C. It was cooled to ambient temperature, TMSCl (0.156 g, 1.43 mmol) was added and stirred for 15 min at ambient temperature. 1-(Bromomethyl)-4-(methylsulfonyl)benzene (8.92 g, 35.81 mmol) dissolved in THF (50 mL) was added over 15 min and the resulting mixture was stirred at ambient temperature overnight. Stirring was sto... RXN SMILES: [Zn:1].[Br:2]CCBr.C[Si](Cl)(C)C.Br[CH2:12][C:13]1[CH:18]=[CH:17][C:16]([S:19]([CH3:22])(=[O:21])=[O:20])=[CH:15][CH:14]=1>C1COCC1>[Br-:2].[CH3:22][S:19]([C:16]1[CH:17]=[CH:18][C:13]([CH2:12][Zn+:1])=[CH:14][CH:15]=1)(=[O:21])=[O:20] |f:5.6|. Conditions: temperature 60 celsius, time 15 minute. Reactants: BrCC1=CC=C(C=C1)S(=O)(=O)C (1-(Bromomethyl)-4-(methylsulfonyl)benzene), [Zn] (Zinc), BrCCBr (1,2-dibromoethane), C[Si](C)(C)Cl (TMSCl). The product is [Br-].CS(=O)(=O)C1=CC=C(C[Zn+])C=C1 ((4-(Methylsulfonyl)benzyl)zinc(II) bromide). Solvent: C1CCOC1 (THF), C1CCOC1 (THF). Reactants: C1(=CC=CC=C1)C1=C(C=CC=C1)NC(=N)NC1=C(C=CC=C1)C1=CC=CC=C1 (N,N'-bis-(2-phenylphenyl) guanidine), ClC(C1=CC=C(C=C1)C)Cl (α,α-dichloro-p-xylene), C([O-])([O-])=O.[K+].[K+] (potassium carbonate). The solvent is C1(=CC=CC=C1)C (toluene). Yields the product C1(=CC=CC=C1)C1=C(C=CC=C1)NC(=NCC1=CC=C(C=C1)CCl)NC1=C(C=CC=C1)C1=CC=CC=C1 (N,N'-bis-(2-phenylphenyl)-N"-(4-chloromethylphenyl) methylguanidine). Isolated yield 20.6%. RXN SMILES: [C:1]1([C:7]2[CH:12]=[CH:11][CH:10]=[CH:9][C:8]=2[NH:13][C:14]([NH:16][C:17]2[CH:22]=[CH:21][CH:20]=[CH:19][C:18]=2[C:23]2[CH:28]=[CH:27][CH:26]=[CH:25][CH:24]=2)=[NH:15])[CH:6]=[CH:5][CH:4]=[CH:3][CH:2]=1.[Cl:29][CH:30](Cl)[C:31]1[CH:36]=[CH:35][C:34]([CH3:37])=[CH:33][CH:32]=1.C(=O)([O-])[O-].[K+].[K+]>C1(C)C=CC=CC=1>[C:1]1([C:7]2[CH:12]=[CH:11][CH:10]=[CH:9][C:8]=2[NH:13][C:14]([NH:16][C:17]2[CH:22]=[CH:21][CH:20]=[CH:19][C:18]=2[C:23]2[CH:24]=[CH:25][CH:26]=[CH:27][CH:28]=2)=[N:15][CH2:37][C:34]2[CH:35]=[CH:36][C:31]([CH2:30][Cl:29])=[CH:32][CH:33]=2)[CH:2]=[CH:3][CH:4]=[CH:5][CH:6]=1 |f:2.3.4|. Procedure details: 10.9 g (0.03 mole) of N,N'-bis-(2-phenylphenyl) guanidine, 5.7 g (0.033 mole) of α,α-dichloro-p-xylene and 2.1 g (0.015 mole) of anhydrous potassium carbonate were added to 50 ml of toluene. The thus-formed mixture was then refluxed under heating for 10 hours. After the mixture had been allowed to cool, the insoluble substance was removed by filtration. The thus-obtained filtrate was washed with water and then concentrated for the purpose of recovering the solvent and unreacted raw materials to ...